From a dataset of the Open Reaction Database (ORD), a public repository of structured organic reaction records. describe an organic reaction: reactants, conditions, products, and yield The reactants are C, CCOC(=O)C1(C)CCCN(C(=O)OCc2ccccc2)C1, CO, [Pd]. The product is CCOC(=O)C1(C)CCCNC1. Reaction SMILES: [C:23].[CH2:1]([O:2][C:3](=[O:4])[N:11]1[CH2:12][C:13]([C:17](=[O:18])[O:19][CH2:20][CH3:21])([CH3:22])[CH2:14][CH2:15][CH2:16]1)[c:5]1[cH:6][cH:7][cH:8][cH:9][cH:10]1.[CH3:25][OH:26].[Pd:24]>>[NH:11]1[CH2:12][C:13]([C:17](=[O:18])[O:19][CH2:20][CH3:21])([CH3:22])[CH2:14][CH2:15][CH2:16]1. The reactants are O=Cc1ccc(C(=O)O)c(SCc2ccccc2)c1, ClCCl, CN(C)C=O, O=S(Cl)Cl. The product is O=Cc1ccc(C(=O)Cl)c(SCc2ccccc2)c1. RXN SMILES: [CH2:1]([c:2]1[cH:3][cH:4][cH:5][cH:6][cH:7]1)[S:8][c:9]1[cH:10][c:11]([CH:12]=[O:13])[cH:14][cH:15][c:16]1[C:17](=[O:18])[OH:19].[CH2:29]([Cl:30])[Cl:31].[CH3:24][N:25]([CH3:26])[CH:27]=[O:28].[S:20]([Cl:21])([Cl:22])=[O:23]>>[CH2:1]([c:2]1[cH:3][cH:4][cH:5][cH:6][cH:7]1)[S:8][c:9]1[cH:10][c:11]([CH:12]=[O:13])[cH:14][cH:15][c:16]1[C:17](=[O:19])[Cl:22]. Starting materials: CC(C)CC(NC(=O)C(Cc1ccccc1)NC(=O)C(C)NC(=O)CNC(=O)C(Cc1ccc(O)cc1)NC(=O)OC(C)(C)C)C(=O)O, Cl, C1COCCO1. Product: Cl, CC(C)CC(NC(=O)C(Cc1ccccc1)NC(=O)C(C)NC(=O)CNC(=O)C(N)Cc1ccc(O)cc1)C(=O)O. RXN SMILES: [C:1]([O:2][C:3](=[O:4])[NH:8][CH:9]([CH2:10][c:11]1[cH:12][cH:13][c:14]([OH:17])[cH:15][cH:16]1)[C:18](=[O:19])[NH:20][CH2:21][C:22](=[O:23])[NH:24][CH:25]([CH3:26])[C:27](=[O:28])[NH:29][CH:30]([CH2:31][c:32]1[cH:33][cH:34][cH:35][cH:36][cH:37]1)[C:38](=[O:39])[NH:40][CH:41]([CH2:42][CH:43]([CH3:44])[CH3:45])[C:46](=[O:47])[OH:48])([CH3:5])([CH3:6])[CH3:7].[ClH:49].[O:50]1[CH2:51][CH2:52][O:53][CH2:54][CH2:55]1>>[ClH:49].[NH2:8][CH:9]([CH2:10][c:11]1[cH:12][cH:13][c:14]([OH:17])[cH:15][cH:16]1)[C:18](=[O:19])[NH:20][CH2:21][C:22](=[O:23])[NH:24][CH:25]([CH3:26])[C:27](=[O:28])[NH:29][CH:30]([CH2:31][c:32]1[cH:33][cH:34][cH:35][cH:36][cH:37]1)[C:38](=[O:39])[NH:40][CH:41]([CH2:42][CH:43]([CH3:44])[CH3:45])[C:46](=[O:47])[OH:48]. The reactants are [Ag+], CCOC(=O)c1cc(C(Br)Br)cnc1Br, CCO, O=[N+]([O-])[O-], O. The product is CCOC(=O)c1cc(C=O)cnc1Br. Reaction SMILES: [Ag+:23].[Br:1][c:2]1[c:3]([C:4](=[O:5])[O:6][CH2:7][CH3:8])[cH:9][c:10]([CH:13]([Br:14])[Br:15])[cH:11][n:12]1.[CH3:16][CH2:17][OH:18].[N+:19]([O-:20])([O-:21])=[O:22].[OH2:24]>>[Br:1][c:2]1[c:3]([C:4](=[O:5])[O:6][CH2:7][CH3:8])[cH:9][c:10]([CH:13]=[O:18])[cH:11][n:12]1. Reactants: O=C([O-])[O-], CC(=O)[O-], CC(=O)[O-], CCOC(=O)c1ccc2c(c1)CC(C)(C)C(c1cccc(Br)c1)N2, Cc1ccc(N2CCNCC2)c(C)c1, Cc1ccccc1, Cl, [Cs+], [Cs+], [Pd+2]. Product: CCOC(=O)c1ccc2c(c1)CC(C)(C)C(c1cccc(N3CCN(c4ccc(C)cc4C)CC3)c1)N2. Reaction SMILES: [C:25](=[O:26])([O-:27])[O-:28].[C:53]([O-:54])(=[O:55])[CH3:56].[C:58]([O-:59])(=[O:60])[CH3:61].[CH2:1]([CH3:2])[O:3][C:4](=[O:5])[c:6]1[cH:7][c:8]2[c:13]([cH:14][cH:15]1)[NH:12][CH:11]([c:16]1[cH:17][c:18]([Br:22])[cH:19][cH:20][cH:21]1)[C:10]([CH3:23])([CH3:24])[CH2:9]2.[CH3:32][c:33]1[c:34]([N:40]2[CH2:41][CH2:42][NH:43][CH2:44][CH2:45]2)[cH:35][cH:36][c:37]([CH3:39])[cH:38]1.[CH3:46][c:47]1[cH:48][cH:49][cH:50][cH:51][cH:52]1.[ClH:31].[Cs+:29].[Cs+:30].[Pd+2:57]>>[CH2:1]([CH3:2])[O:3][C:4](=[O:5])[c:6]1[cH:7][c:8]2[c:13]([cH:14][cH:15]1)[NH:12][CH:11]([c:16]1[cH:17][c:18]([N:43]3[CH2:42][CH2:41][N:40]([c:34]4[c:33]([CH3:32])[cH:38][c:37]([CH3:39])[cH:36][cH:35]4)[CH2:45][CH2:44]3)[cH:19][cH:20][cH:21]1)[C:10]([CH3:23])([CH3:24])[CH2:9]2.